This data is from the Open Reaction Database (ORD), a public repository of structured organic reaction records. The task is: describe an organic reaction: reactants, conditions, products, and yield The reactants are CC(=O)Cl, CCOc1ccc(C(C=C(F)CO)C2CC2)cc1, c1ccccc1, c1ccncc1. The product is CCOc1ccc(C(C=C(F)COC(C)=O)C2CC2)cc1. As a reaction SMILES: [CH3:1][C:2]([Cl:3])=[O:4].[CH:5]1([CH:8]([CH:9]=[C:10]([CH2:11][OH:12])[F:13])[c:14]2[cH:15][cH:16][c:17]([O:20][CH2:21][CH3:22])[cH:18][cH:19]2)[CH2:6][CH2:7]1.[cH:23]1[cH:24][cH:25][cH:26][cH:27][cH:28]1.[cH:29]1[cH:30][cH:31][n:32][cH:33][cH:34]1>>[CH3:1][C:2](=[O:4])[O:12][CH2:11][C:10](=[CH:9][CH:8]([CH:5]1[CH2:6][CH2:7]1)[c:14]1[cH:15][cH:16][c:17]([O:20][CH2:21][CH3:22])[cH:18][cH:19]1)[F:13]. Starting materials: [Cl-].[Al+3].[Cl-].[Cl-] (aluminum chloride), COC=1C=C(C(=O)Cl)C=CC1 (3-methoxybenzoyl chloride), BrC1=C(C=CC=C1)OC (2-bromoanisole). Conditions: temperature 0 celsius, time 2 hour. Yields the product C(C1=CC=CC=C1)(=O)C1=CC=CC=C1 (benzophenone). RXN SMILES: Br[C:2]1[CH:7]=[CH:6][CH:5]=[CH:4][C:3]=1OC.[Cl-].[Al+3].[Cl-].[Cl-].CO[C:16]1[CH:17]=[C:18]([CH:22]=[CH:23][CH:24]=1)[C:19](Cl)=[O:20]>ClCCl>[C:19]([C:2]1[CH:3]=[CH:4][CH:5]=[CH:6][CH:7]=1)(=[O:20])[C:18]1[CH:22]=[CH:23][CH:24]=[CH:16][CH:17]=1 |f:1.2.3.4|. The solvent is ClCCl (dichloromethane). Procedure: 60.6 g (324.2 mmol) of 2-bromoanisole was added dropwise to a dichloromethane (350 ml) solution containing 51.8 g (388.6 mmol) of aluminum chloride and 55.31 g (324.3 mmol) of 3-methoxybenzoyl chloride which was cooled to 0° C. After addition, the resulting mixture was stirred for 2 hours. After a reaction, the reaction solution was washed with water, the solvent was removed, and the obtained product was purified by column chromatography to obtain a benzophenone derivative represented by the fol...